The task is: describe an organic reaction: reactants, conditions, products, and yield. This data is from the Open Reaction Database (ORD), a public repository of structured organic reaction records. The reactants are BrCC(=O)Cl (Bromoacetyl chloride), N1C(NCC2=CC=CC=C12)=O (3,4-dihydro-2(1H)-quinazolinone), [Cl-].[Al+3].[Cl-].[Cl-] (aluminum chloride). Run in C(=S)=S (carbon disulfide). Yields the product BrCC(=O)C=1C=C2CNC(NC2=CC1)=O (6-(Bromoacetyl)-3,4-dihydro-2(1H)-quinazolinone). As a reaction SMILES: [Br:1][CH2:2][C:3](Cl)=[O:4].[NH:6]1[C:15]2[C:10](=[CH:11][CH:12]=[CH:13][CH:14]=2)[CH2:9][NH:8][C:7]1=[O:16].[Cl-].[Al+3].[Cl-].[Cl-]>C(=S)=S>[Br:1][CH2:2][C:3]([C:12]1[CH:11]=[C:10]2[C:15](=[CH:14][CH:13]=1)[NH:6][C:7](=[O:16])[NH:8][CH2:9]2)=[O:4] |f:2.3.4.5|. Procedure details: Bromoacetyl chloride (6.2 g) is added dropwise to a stirring mixture of 3,4-dihydro-2(1H)-quinazolinone (2.6 g) and anhydrous aluminum chloride (6.3 g) in carbon disulfide (60 ml). The reaction mixture is stirred under reflux for 4.5 hours, the carbon disulfide decanted, and the residue treated with HCl (6N). The resulting solid is poured into ice water, filtered, the filtered solid washed with water and dried in vacuo, affording the desired product, which is used in the next step without furthe...